The task is: describe an organic reaction: reactants, conditions, products, and yield. This data is from the Open Reaction Database (ORD), a public repository of structured organic reaction records. Reactants: O=C(O)C(C(=O)O)C(=O)c1cc(F)c(F)cc1F, C1COCCO1, O. The product is O=C(O)CC(=O)c1cc(F)c(F)cc1F. RXN SMILES: [F:1][c:2]1[c:3]([C:4](=[O:5])[CH:6]([C:7](=[O:8])[OH:9])[C:10]([OH:11])=[O:12])[cH:13][c:14]([F:18])[c:15]([F:17])[cH:16]1.[O:20]1[CH2:21][CH2:22][O:23][CH2:24][CH2:25]1.[OH2:19]>>[F:1][c:2]1[c:3]([C:4](=[O:5])[CH2:6][C:7](=[O:8])[OH:9])[cH:13][c:14]([F:18])[c:15]([F:17])[cH:16]1.